From a dataset of the Open Reaction Database (ORD), a public repository of structured organic reaction records. describe an organic reaction: reactants, conditions, products, and yield The reactants are CN=C=O (methyl isocyanate), CC=1N=C(C2=C(N1)N(C(=C2C)C)C2=C(C=C(C=C2C)C)C)C(CC)O (1-[2,5,6-trimethyl-7-(2,4,6-trimethyl-phenyl)-7H-pyrrolo[2,3-d]pyrimidin-4-yl]-propan-1-ol), CN=C=O (methyl isocyanate), CN(C)C1=NC=CC=C1 (dimethylaminopyridine). Run in ClCCl (dichloromethane). Reaction conditions: time 8 hour. Product: CC=1N=C(C2=C(N1)N(C(=C2C)C)C2=C(C=C(C=C2C)C)C)C(CC)OC(NC)=O (Methyl-carbamic acid 1-[2,5,6-trimethyl-7-(2,4,6-trimethyl-phenyl)-7H-pyrrolo[2,3-d]pyrimidin-4-yl]-propyl ester). As a reaction SMILES: [CH3:1][C:2]1[N:3]=[C:4]([CH:22]([OH:25])[CH2:23][CH3:24])[C:5]2[C:10]([CH3:11])=[C:9]([CH3:12])[N:8]([C:13]3[C:18]([CH3:19])=[CH:17][C:16]([CH3:20])=[CH:15][C:14]=3[CH3:21])[C:6]=2[N:7]=1.[CH3:26][N:27]=[C:28]=[O:29].CN(C1C=CC=CN=1)C>ClCCl>[CH3:1][C:2]1[N:3]=[C:4]([CH:22]([O:25][C:28](=[O:29])[NH:27][CH3:26])[CH2:23][CH3:24])[C:5]2[C:10]([CH3:11])=[C:9]([CH3:12])[N:8]([C:13]3[C:14]([CH3:21])=[CH:15][C:16]([CH3:20])=[CH:17][C:18]=3[CH3:19])[C:6]=2[N:7]=1. Procedure details: A mixture of 1-[2,5,6-trimethyl-7-(2,4,6-trimethyl-phenyl)-7H-pyrrolo[2,3-d]pyrimidin-4-yl]-propan-1-ol(62 mg, 0.184 mmol), methyl isocyanate (0.25 ml), dimethylaminopyridine (20 mg) in dichloromethane (2 ml) was heated at reflux for 1 hr. Additional methyl isocyanate (0.25 ml) was added and the resulting mixture was stirred at room temperature overnight. The mixture was quenched with water and extracted with chloroform. The organic layer was separated, dried and concentrated to give a yellow fo...